From a dataset of the Open Reaction Database (ORD), a public repository of structured organic reaction records. describe an organic reaction: reactants, conditions, products, and yield Starting materials: CC(C)(C)OC(=O)N1CCC(COCC(NC(=O)c2ccc3c(Cl)c[nH]c3c2)c2ccccc2)CC1, COc1ccccc1. Yields the product O=C(NC(COCC1CCNCC1)c1ccccc1)c1ccc2c(Cl)c[nH]c2c1. As a reaction SMILES: [C:9]([O:10][C:11](=[O:12])[N:16]1[CH2:17][CH2:18][CH:19]([CH2:22][O:23][CH2:24][CH:25]([c:26]2[cH:27][cH:28][cH:29][cH:30][cH:31]2)[NH:32][C:33](=[O:34])[c:35]2[cH:36][cH:37][c:38]3[c:39]([Cl:44])[cH:40][nH:41][c:42]3[cH:43]2)[CH2:20][CH2:21]1)([CH3:13])([CH3:14])[CH3:15].[CH3:1][O:2][c:3]1[cH:4][cH:5][cH:6][cH:7][cH:8]1>>[NH:16]1[CH2:17][CH2:18][CH:19]([CH2:22][O:23][CH2:24][CH:25]([c:26]2[cH:27][cH:28][cH:29][cH:30][cH:31]2)[NH:32][C:33](=[O:34])[c:35]2[cH:36][cH:37][c:38]3[c:39]([Cl:44])[cH:40][nH:41][c:42]3[cH:43]2)[CH2:20][CH2:21]1. The reactants are CCOC(CBr)OCC, CCOC(CC(C(=O)OC)C(=O)OC)OCC, CN(C)C=O. Product: CCOC(CC(CC(OCC)OCC)(C(=O)OC)C(=O)OC)OCC. Reaction SMILES: [CH2:18]([CH3:19])[O:20][CH:21]([CH2:22][Br:23])[O:24][CH2:25][CH3:26].[CH3:1][O:2][C:3]([CH:4]([C:5](=[O:6])[O:7][CH3:8])[CH2:9][CH:10]([O:11][CH2:12][CH3:13])[O:14][CH2:15][CH3:16])=[O:17].[O:27]=[CH:28][N:29]([CH3:30])[CH3:31]>>[CH3:1][O:2][C:3]([C:4]([C:5](=[O:6])[O:7][CH3:8])([CH2:9][CH:10]([O:11][CH2:12][CH3:13])[O:14][CH2:15][CH3:16])[CH2:22][CH:21]([O:20][CH2:18][CH3:19])[O:24][CH2:25][CH3:26])=[O:17]. Starting materials: CC(C)O, CNC(=O)c1cccc(F)c1Nc1nc(Cl)ncc1Cl, CC1(C)CCC(=O)Nc2ccc(N)cc21. The product is CNC(=O)c1cccc(F)c1Nc1nc(Nc2ccc3c(c2)C(C)(C)CCC(=O)N3)ncc1Cl. RXN SMILES: [CH:36]([OH:37])([CH3:38])[CH3:39].[Cl:1][c:2]1[n:3][cH:4][c:5]([Cl:20])[c:6]([NH:8][c:9]2[c:10]([C:11](=[O:12])[NH:13][CH3:14])[cH:15][cH:16][cH:17][c:18]2[F:19])[n:7]1.[NH2:21][c:22]1[cH:23][c:24]2[c:25]([cH:34][cH:35]1)[NH:26][C:27](=[O:33])[CH2:28][CH2:29][C:30]2([CH3:31])[CH3:32]>>[c:2]1([NH:21][c:22]2[cH:23][c:24]3[c:25]([cH:34][cH:35]2)[NH:26][C:27](=[O:33])[CH2:28][CH2:29][C:30]3([CH3:31])[CH3:32])[n:3][cH:4][c:5]([Cl:20])[c:6]([NH:8][c:9]2[c:10]([C:11](=[O:12])[NH:13][CH3:14])[cH:15][cH:16][cH:17][c:18]2[F:19])[n:7]1. Reactants: NC1=NNC2=NC=NC(=C21)NC2=CC(=CC=C2)Cl (3-amino-4-(3-chloro-phenylamino)-1H-pyrazolo[3,4-d]pyrimidine), C(C)(=O)O (acetic acid), N1N=NN=C1C=O (tetrazole-5-carbaldehyde). Solvent: CO (methanol). Reaction conditions: time 8 hour. The product is ClC=1C=C(C=CC1)NC1=C2C(=NC=N1)NN=C2N=CC2=NN=NN2 (4-(3-chloro-phenylamino)-3-[(tetrazol-5-yl)-methyleneamino]-1H-pyrazolo[3,4-d]pyrimidine). Reaction SMILES: [NH2:1][C:2]1[C:10]2[C:5](=[N:6][CH:7]=[N:8][C:9]=2[NH:11][C:12]2[CH:17]=[CH:16][CH:15]=[C:14]([Cl:18])[CH:13]=2)[NH:4][N:3]=1.C(O)(=O)C.[NH:23]1[C:27]([CH:28]=O)=[N:26][N:25]=[N:24]1>CO>[Cl:18][C:14]1[CH:13]=[C:12]([NH:11][C:9]2[N:8]=[CH:7][N:6]=[C:5]3[NH:4][N:3]=[C:2]([N:1]=[CH:28][C:27]4[NH:26][N:25]=[N:24][N:23]=4)[C:10]=23)[CH:17]=[CH:16][CH:15]=1. Procedure: With gentle heating, 195 mg (0.75 mmol) of 3-amino-4-(3-chloro-phenylamino)-1H-pyrazolo[3,4-d]pyrimidine (see Step 1.6) and 135 mg of acetic acid are dissolved in 20 ml of methanol. Then, at RT, 1.0 mmol of tetrazole-5-carbaldehyde is added and the reaction mixture is stirred overnight to complete the reaction, during which a solid separates out. Concentration by evaporation to approximately half volume and filtration yield 4-(3-chloro-phenylamino)-3-[(tetrazol-5-yl)-methyleneamino]-1H-pyrazolo[... Reactants: CC1=CC(=NC(=N1)\C=C\C1=CC=C(C=C1)SC)O ((E)-6-methyl-2-[2-(4-methylsulfanyl-phenyl)-vinyl]-pyrimidin-4-ol), O=P(Cl)(Cl)Cl (POCl3). Product: ClC1=NC(=NC(=C1)C)\C=C\C1=CC=C(C=C1)SC ((E)-4-chloro-6-methyl-2-[2-(4-methylsulfanyl-phenyl)-vinyl]-pyrimidine). Yield: 92.9%. As a reaction SMILES: [CH3:1][C:2]1[N:7]=[C:6](/[CH:8]=[CH:9]/[C:10]2[CH:15]=[CH:14][C:13]([S:16][CH3:17])=[CH:12][CH:11]=2)[N:5]=[C:4](O)[CH:3]=1.O=P(Cl)(Cl)[Cl:21]>>[Cl:21][C:4]1[CH:3]=[C:2]([CH3:1])[N:7]=[C:6](/[CH:8]=[CH:9]/[C:10]2[CH:15]=[CH:14][C:13]([S:16][CH3:17])=[CH:12][CH:11]=2)[N:5]=1. Procedure details: In analogy to example 12c), by heating (E)-6-methyl-2-[2-(4-methylsulfanyl-phenyl)-vinyl]-pyrimidin-4-ol (2 g, 7.74 mmol) in POCl3 (14 ml, 0.15 mol) at 130° C. for 4.5 h there was obtained (E)-4-chloro-6-methyl-2-[2-(4-methylsulfanyl-phenyl)-vinyl]-pyrimidine (1.99 g, 93%) as an off-white solid. EI mass spectrum, m/e: 276.1 (M calculated for C14H13ClN2S: 276). Starting materials: CC#N, [Li+], Nc1cc(F)c(N2CCS(=O)(=O)CC2)c(F)c1, COC(=O)C1CO1, O=S(=O)([O-])C(F)(F)F. Product: COC(=O)C(O)CNc1cc(F)c(N2CCS(=O)(=O)CC2)c(F)c1. As a reaction SMILES: [CH3:34][C:35]#[N:36].[Li+:26].[O:1]=[S:2]1(=[O:17])[CH2:3][CH2:4][N:5]([c:8]2[c:9]([F:16])[cH:10][c:11]([NH2:12])[cH:13][c:14]2[F:15])[CH2:6][CH2:7]1.[O:27]1[CH:28]([C:29](=[O:30])[O:31][CH3:32])[CH2:33]1.[S:18]([O-:19])([C:20]([F:21])([F:22])[F:23])(=[O:24])=[O:25]>>[O:1]=[S:2]1(=[O:17])[CH2:3][CH2:4][N:5]([c:8]2[c:9]([F:16])[cH:10][c:11]([NH:12][CH2:33][CH:28]([OH:27])[C:29](=[O:30])[O:31][CH3:32])[cH:13][c:14]2[F:15])[CH2:6][CH2:7]1. Reactants: O=C(Cc1ccncc1)c1ccc(Cl)cc1, C1COCCO1, O=[Se]=O. Yields the product O=C(C(=O)c1ccc(Cl)cc1)c1ccncc1. Reaction SMILES: [Cl:1][c:2]1[cH:3][cH:4][c:5]([C:8]([CH2:9][c:10]2[cH:11][cH:12][n:13][cH:14][cH:15]2)=[O:16])[cH:6][cH:7]1.[O:20]1[CH2:21][CH2:22][O:23][CH2:24][CH2:25]1.[Se:17](=[O:18])=[O:19]>>[Cl:1][c:2]1[cH:3][cH:4][c:5]([C:8]([C:9]([c:10]2[cH:11][cH:12][n:13][cH:14][cH:15]2)=[O:18])=[O:16])[cH:6][cH:7]1. Reactants: FC=1C=CC=C2C(=CC=NC12)NC(=O)NC1=NC(=CC=C1)I (1-(8-Fluoroquinolin-4-yl)-3-(6-iodopyridin-2-yl)urea), CC1(OB(OC1(C)C)C1=CCN(CC1)C(=O)OC(C)(C)C)C (tert-butyl 4-(4,4,5,5-tetramethyl-1,3,2-dioxaborolan-2-yl)-5,6-dihydropyridine-1(2H)-carboxylate), O1CCCC(=C1)B1OC(C(O1)(C)C)(C)C (2-(3,4-dihydro-2H-pyran-5-yl)-4,4,5,5-tetramethyl-1,3,2-dioxaborolane). Yields the product O1C=C(CCC1)C1=CC=CC(=N1)NC(=O)NC1=CC=NC2=C(C=CC=C12)F (1-[6-(5,6-Dihydro-4H-pyran-3-yl)-pyridin-2-yl]-3-(8-fluoro-quinolin-4-yl)-urea). RXN SMILES: [F:1][C:2]1[CH:3]=[CH:4][CH:5]=[C:6]2[C:11]=1[N:10]=[CH:9][CH:8]=[C:7]2[NH:12][C:13]([NH:15][C:16]1[CH:21]=[CH:20][CH:19]=[C:18](I)[N:17]=1)=[O:14].CC1(C)C(C)(C)OB(C2CCN(C(OC(C)(C)C)=O)CC=2)O1.[O:45]1[CH:50]=[C:49](B2OC(C)(C)C(C)(C)O2)[CH2:48][CH2:47][CH2:46]1>>[O:45]1[CH2:50][CH2:49][CH2:48][C:47]([C:18]2[N:17]=[C:16]([NH:15][C:13]([NH:12][C:7]3[C:6]4[C:11](=[C:2]([F:1])[CH:3]=[CH:4][CH:5]=4)[N:10]=[CH:9][CH:8]=3)=[O:14])[CH:21]=[CH:20][CH:19]=2)=[CH:46]1. Reported procedure: The title compound was prepared as described in example 27 step 2, substituting 1-(6-bromo-quinolin-4-yl)-3-(6-trifluoromethyl-pyridin-2-yl)-urea by 1-(8-fluoroquinolin-4-yl)-3-(6-iodopyridin-2-yl)urea (example 47, step 1) and tert-butyl 4-(4,4,5,5-tetramethyl-1,3,2-dioxaborolan-2-yl)-5,6-dihydropyridine-1(2H)-carboxylate by 2-(3,4-dihydro-2H-pyran-5-yl)-4,4,5,5-tetramethyl-1,3,2-dioxaborolane. The reactants are aqueous solution, [OH-].[Na+] (NaOH), C1(CC1)C=1C=CC(=C(C(=O)OCC)C1)NC=1C=NC(=C(C1)C1=CC=CC=C1)OC (Ethyl 5-cyclopropyl-2-(6-methoxy-5-phenylpyridin-3-ylamino)benzoate). Run in CO.N (MeOH NH3), O (water), C(C)O (ethanol). Run at temperature 60 celsius. Yields the product C1(CC1)C=1C=CC(=C(C(=O)O)C1)NC=1C=NC(=C(C1)C1=CC=CC=C1)OC (5-Cyclopropyl-2-(6-methoxy-5-phenylpyridin-3-ylamino)benzoic acid). Yield: 77.0%. As a reaction SMILES: [CH:1]1([C:4]2[CH:5]=[CH:6][C:7]([NH:15][C:16]3[CH:17]=[N:18][C:19]([O:28][CH3:29])=[C:20]([C:22]4[CH:27]=[CH:26][CH:25]=[CH:24][CH:23]=4)[CH:21]=3)=[C:8]([CH:14]=2)[C:9]([O:11]CC)=[O:10])[CH2:3][CH2:2]1.[OH-].[Na+]>C(O)C.O.CO.N>[CH:1]1([C:4]2[CH:5]=[CH:6][C:7]([NH:15][C:16]3[CH:17]=[N:18][C:19]([O:28][CH3:29])=[C:20]([C:22]4[CH:23]=[CH:24][CH:25]=[CH:26][CH:27]=4)[CH:21]=3)=[C:8]([CH:14]=2)[C:9]([OH:11])=[O:10])[CH2:2][CH2:3]1 |f:1.2,5.6|. Reported procedure: The solid residue obtained in step A was dissolved in 2.5 ml of ethanol and 0.180 ml of aqueous solution 2N NaOH were added. The mixture was heated at 60° C. for 2 hours, the solvent was evaporated and the solid obtained was suspended in water. The pH was taken to 6.5 and extracted with CHCl3. The crude mixture was purified over a SCX cartridge eluting with MeOH/NH3 10:1 affording 0.025 g (yield 77%) of the expected product.